From a dataset of the Open Reaction Database (ORD), a public repository of structured organic reaction records. describe an organic reaction: reactants, conditions, products, and yield Reactants: ClC1=C(C=CC=C1)C1=NCC=2N(C3=C1C=C(C=C3)Cl)C(=NC2C(=O)OC)Cl (6-(2-chlorophenyl)-1,8-dichloro-4H-imidazo[1,5-a][1,4]benzodiazepine-3-carboxylic acid, methyl ester), [OH-].[K+] (potassium hydroxide), CO (methanol). Solvent: O (water). Yields the product ClC1=C(C=CC=C1)C1=NCC=2N(C3=C1C=C(C=C3)Cl)C(=NC2C(=O)O)Cl (6-(2-Chlorophenyl)-1,8-dichloro-4H-imidazo[1,5-a][1,4]benzodiazepine-3-carboxylic acid). RXN SMILES: [Cl:1][C:2]1[CH:7]=[CH:6][CH:5]=[CH:4][C:3]=1[C:8]1[C:14]2[CH:15]=[C:16]([Cl:19])[CH:17]=[CH:18][C:13]=2[N:12]2[C:20]([Cl:27])=[N:21][C:22]([C:23]([O:25]C)=[O:24])=[C:11]2[CH2:10][N:9]=1.[OH-].[K+].CO>O>[Cl:1][C:2]1[CH:7]=[CH:6][CH:5]=[CH:4][C:3]=1[C:8]1[C:14]2[CH:15]=[C:16]([Cl:19])[CH:17]=[CH:18][C:13]=2[N:12]2[C:20]([Cl:27])=[N:21][C:22]([C:23]([OH:25])=[O:24])=[C:11]2[CH2:10][N:9]=1 |f:1.2|. Procedure: A solution of 2 g (0.005 mole) of 6-(2-chlorophenyl)-1,8-dichloro-4H-imidazo[1,5-a][1,4]benzodiazepine-3-carboxylic acid, methyl ester 0.7 g (0.012 mole) of potassium hydroxide, 60 ml of methanol and 2 ml of water was refluxed under argon for 2.5 hrs. The solution was evaporated in vacuo at 50°-60°. An aqueous solution of the residue was acidified with acetic acid to give a gelatinous, white precipitate. The precipitate was collected by filtration, washed with water and air dried on the funnel o... As a reaction SMILES: [CH2:22]([Cl:23])[Cl:24].[Cl:8][C:9]1([F:21])[C:10]([F:19])([F:20])[O:11][c:12]2[c:13]([cH:15][cH:16][cH:17][cH:18]2)[O:14]1.[FH:1].[Sb:2]([Cl:3])([Cl:4])([Cl:5])([Cl:6])[Cl:7]>>[F:1][C:9]1([F:21])[C:10]([F:19])([F:20])[O:11][c:12]2[c:13]([cH:15][cH:16][cH:17][cH:18]2)[O:14]1. The reactants are ClCCl, FC1(F)Oc2ccccc2OC1(F)Cl, F, Cl[Sb](Cl)(Cl)(Cl)Cl. Product: FC1(F)Oc2ccccc2OC1(F)F. Reactants: C(C)(C)(C)OC(CN1C(=NC2=C1C=CC(=C2)N(CC2=CC(=CC=C2)C(F)(F)F)S(=O)(=O)C2=CC=C(C=C2)F)CCC)=O ({5-[(4-Fluoro-benzenesulfonyl)-(3-trifluoromethyl-benzyl)-amino]-2-propyl-benzoimidazol-1-yl}-acetic acid tert-butyl ester), C(=O)(C(F)(F)F)O (TFA). The product is FC1=CC=C(C=C1)S(=O)(=O)N(C1=CC2=C(N(C(=N2)CCC)CC(=O)O)C=C1)CC1=CC(=CC=C1)C(F)(F)F ({5-[(4-Fluoro-benzenesulfonyl)-(3-trifluoromethyl-benzyl)-amino]-2-propyl-benzoimidazol-1-yl }-acetic acid). RXN SMILES: C([O:5][C:6](=[O:42])[CH2:7][N:8]1[C:12]2[CH:13]=[CH:14][C:15]([N:17]([S:29]([C:32]3[CH:37]=[CH:36][C:35]([F:38])=[CH:34][CH:33]=3)(=[O:31])=[O:30])[CH2:18][C:19]3[CH:24]=[CH:23][CH:22]=[C:21]([C:25]([F:28])([F:27])[F:26])[CH:20]=3)=[CH:16][C:11]=2[N:10]=[C:9]1[CH2:39][CH2:40][CH3:41])(C)(C)C.C(O)(C(F)(F)F)=O>>[F:38][C:35]1[CH:36]=[CH:37][C:32]([S:29]([N:17]([CH2:18][C:19]2[CH:24]=[CH:23][CH:22]=[C:21]([C:25]([F:26])([F:27])[F:28])[CH:20]=2)[C:15]2[CH:14]=[CH:13][C:12]3[N:8]([CH2:7][C:6]([OH:42])=[O:5])[C:9]([CH2:39][CH2:40][CH3:41])=[N:10][C:11]=3[CH:16]=2)(=[O:31])=[O:30])=[CH:33][CH:34]=1. Reported procedure: {5-[(4-Fluoro-benzenesulfonyl)-(3-trifluoromethyl-benzyl)-amino]-2-propyl-benzoimidazol-1-yl}-acetic acid tert-butyl ester was treated with TFA (2 mL) for 2 hours, concentrated, and purified by preparative LCMS to give the title compound. MS calculated for C26H23F4N3O4S—H: 548, observed: 548.